This data is from the Open Reaction Database (ORD), a public repository of structured organic reaction records. The task is: describe an organic reaction: reactants, conditions, products, and yield Starting materials: COC(=O)C1CN(C1)C1=CC=C(C=C1)C=O (1-(4-formyl-phenyl)-azetidine-3-carboxylic acid methyl ester), Cl.NO (hydroxylamine hydrochloride), C(C)(=O)[O-].[Na+] (sodium acetate). Run in CO (methanol), O (water). Run at time 3 hour. The product is COC(=O)C1CN(C1)C1=CC=C(C=C1)C=NO (1-[4-(hydroxyimino-methyl)-phenyl]-azetidine-3-carboxylic acid methyl ester). The yield is 102.9%. RXN SMILES: [CH3:1][O:2][C:3]([CH:5]1[CH2:8][N:7]([C:9]2[CH:14]=[CH:13][C:12]([CH:15]=O)=[CH:11][CH:10]=2)[CH2:6]1)=[O:4].C([O-])(=O)C.[Na+].Cl.[NH2:23][OH:24]>CO.O>[CH3:1][O:2][C:3]([CH:5]1[CH2:8][N:7]([C:9]2[CH:14]=[CH:13][C:12]([CH:15]=[N:23][OH:24])=[CH:11][CH:10]=2)[CH2:6]1)=[O:4] |f:1.2,3.4|. Procedure details: To a stirred suspension of 1-(4-formyl-phenyl)-azetidine-3-carboxylic acid methyl ester (Preparation 9, 2.6 g, 11.87 mmol) in methanol (25 mL) and water (25 mL) was added sodium acetate (1.75 g, 21.36 mmol) followed by hydroxylamine hydrochloride (1.24 g, 17.80 mmol) at 0° C. Resulting reaction mixture was stirred at room temperature for 3 hours. After consumption of starting material, methanol was evaporated under reduced pressure and extracted with EtOAc (4×30 mL). Combined organic layer was d... The reactants are C(C)(=O)[O-].[K+] (potassium acetate), BrC=1C=C2CCC=3N(C2=C(C1)F)C(=NN3)C (7-bromo-9-fluoro-1-methyl-4,5-dihydro-[1,2,4]triazolo[4,3-a]quinoline), CC1=C(C=NC=C1)B(O)O ((4-methylpyridin-3-yl)boronic acid), O1CCOCC1 (1,4-dioxan). The reagents and catalysts are C1=CC=C(C=C1)P([C-]2C=CC=C2)C3=CC=CC=C3.C1=CC=C(C=C1)P([C-]2C=CC=C2)C3=CC=CC=C3.Cl[Pd]Cl.[Fe+2] (Pd(dppf)2Cl2). The solvent is O (water). Conditions: temperature 100 celsius, time 12 hour. Yields the product FC=1C=C(C=C2CCC=3N(C12)C(=NN3)C)C=3C=NC=CC3C (9-fluoro-1-methyl-7-(4-methylpyridin-3-yl)-4,5-dihydro-[1,2,4]triazolo[4,3-a]quinoline). As a reaction SMILES: Br[C:2]1[CH:3]=[C:4]2[C:9](=[C:10]([F:12])[CH:11]=1)[N:8]1[C:13]([CH3:16])=[N:14][N:15]=[C:7]1[CH2:6][CH2:5]2.[CH3:17][C:18]1[CH:23]=[CH:22][N:21]=[CH:20][C:19]=1B(O)O.O1CCOCC1.C([O-])(=O)C.[K+]>C1C=CC(P(C2C=CC=CC=2)[C-]2C=CC=C2)=CC=1.C1C=CC(P(C2C=CC=CC=2)[C-]2C=CC=C2)=CC=1.Cl[Pd]Cl.[Fe+2].O>[F:12][C:10]1[CH:11]=[C:2]([C:19]2[CH:20]=[N:21][CH:22]=[CH:23][C:18]=2[CH3:17])[CH:3]=[C:4]2[C:9]=1[N:8]1[C:13]([CH3:16])=[N:14][N:15]=[C:7]1[CH2:6][CH2:5]2 |f:3.4,5.6.7.8|. Reported procedure: To a stirred solution of 7-bromo-9-fluoro-1-methyl-4,5-dihydro-[1,2,4]triazolo[4,3-a]quinoline (109-5; 1.8 g, 0.0063 mol) and (4-methylpyridin-3-yl)boronic acid (1.73 g, 0.0127 mol) in the mixture of 1,4-dioxan (10 mL) and water (10 mL) was added potassium acetate (1.88 g, 0.0191 mol). Reaction mass was purged with argon for 20 min. Then catalyst Pd(dppf)2Cl2 (0.260 g, 0.000319 mol) was added and allowed to stir at 100° C. for 12 h. The reaction mixture was filtered through CELITE bed and filter... Reactants: FC1=C(C(=CC=C1OC)F)C(O)C1=NC2=C(N1COCC[Si](C)(C)C)C=CC=C2 ((2,6-difluoro-3-methoxyphenyl)[1-(2-trimethylsilylethoxymethyl)-1H-benzimidazol-2-yl]methanol), [F-].C(CCC)[N+](CCCC)(CCCC)CCCC (tetrabutylammonium fluoride), solution. The solvent is O1CCCC1 (tetrahydrofuran), O1CCCC1 (tetrahydrofuran). The product is N1C(=NC2=C1C=CC=C2)C(O)C2=C(C(=CC=C2F)OC)F ((1H-benzimidazol-2-yl)-(2,6-difluoro-3-methoxyphenyl)methanol). Reaction SMILES: [F:1][C:2]1[C:7]([O:8][CH3:9])=[CH:6][CH:5]=[C:4]([F:10])[C:3]=1[CH:11]([C:13]1[N:17](COCC[Si](C)(C)C)[C:16]2[CH:26]=[CH:27][CH:28]=[CH:29][C:15]=2[N:14]=1)[OH:12].[F-].C([N+](CCCC)(CCCC)CCCC)CCC>O1CCCC1>[NH:14]1[C:15]2[CH:29]=[CH:28][CH:27]=[CH:26][C:16]=2[N:17]=[C:13]1[CH:11]([C:3]1[C:4]([F:10])=[CH:5][CH:6]=[C:7]([O:8][CH3:9])[C:2]=1[F:1])[OH:12] |f:1.2|. Procedure: A solution of (2,6-difluoro-3-methoxyphenyl)[1-(2-trimethylsilylethoxymethyl)-1H-benzimidazol-2-yl]methanol (1.4 g) in tetrahydrofuran (20 mL) is refluxed for 15 h with tetrabutylammonium fluoride (10 mL of a 1M solution in tetrahydrofuran). The mixture is then concentrated under reduced pressure and purified by chromatography over silica gel (gradient dichloromethane/methanol from 100/0 to 95/5) to afford the pure (1H-benzimidazol-2-yl)-(2,6-difluoro-3-methoxyphenyl)methanol. Reactants: CO, Cc1ccc([N+](=O)[O-])cc1-c1ccoc1. Yields the product Cc1ccc(N)cc1-c1ccoc1. RXN SMILES: [CH3:16][OH:17].[CH3:1][c:2]1[c:3](-[c:11]2[cH:12][o:13][cH:14][cH:15]2)[cH:4][c:5]([N+:8]([O-:9])=[O:10])[cH:6][cH:7]1>>[CH3:1][c:2]1[c:3](-[c:11]2[cH:12][o:13][cH:14][cH:15]2)[cH:4][c:5]([NH2:8])[cH:6][cH:7]1. The reactants are [N+](=O)([O-])C=1C=CC(=NC1)OC1=CC=C(C2=C1C(CO2)(C)C)C (5-Nitro-2-[(3,3,7-trimethyl-2,3-dihydro-1-benzofuran-4-yl)oxy]pyridine), [N+](=O)([O-])C=1C=CC(=NC1)OC1=CC=C(C2=C1C(CO2)(C)C)C (5-Nitro-2-[(3,3,7-trimethyl-2,3-dihydro-1-benzofuran-4-yl)oxy]pyridine). The reagents and catalysts are [Pd] (Pd/C). Solvent: CCO (EtOH). Product: CC1(COC2=C1C(=CC=C2C)OC2=CC=C(C=N2)N)C (6-[(3,3,7-trimethyl-2,3-dihydro-1-benzofuran-4-yl)oxy]-3-pyridinamine). RXN SMILES: [N+:1]([C:4]1[CH:5]=[CH:6][C:7]([O:10][C:11]2[C:16]3[C:17]([CH3:21])([CH3:20])[CH2:18][O:19][C:15]=3[C:14]([CH3:22])=[CH:13][CH:12]=2)=[N:8][CH:9]=1)([O-])=O>CCO.[Pd]>[CH3:20][C:17]1([CH3:21])[C:16]2[C:11]([O:10][C:7]3[N:8]=[CH:9][C:4]([NH2:1])=[CH:5][CH:6]=3)=[CH:12][CH:13]=[C:14]([CH3:22])[C:15]=2[O:19][CH2:18]1. Procedure: 5-Nitro-2-[(3,3,7-trimethyl-2,3-dihydro-1-benzofuran-4-yl)oxy]pyridine (Intermediate 185, 920 mg, 3.0 mmol) was dissolved in EtOH (13.5 mL) and stirred under hydrogen atmosphere (2 bar) in the presence of Pd/C 10% w/w (46 mg, 5% w/w) at room temperature for 30 minutes. The catalyst was filtered off, washed with THF and the resulting solution evaporated to dryness to afford an orange solid. The crude product was crystallized from MeOH to the title compound (565 mg) as a beige solid. Reactants: CCN(CC)C1CCN(C(=O)c2nn(C)c(-c3cccc(Br)c3)c2C)C1, OB(O)C=Cc1ccc(Cl)cc1, [K+], [K+], [K+], O=P([O-])([O-])[O-]. Yields the product CCN(CC)C1CCN(C(=O)c2nn(C)c(-c3cccc(C=Cc4ccc(Cl)cc4)c3)c2C)C1. Reaction SMILES: [Br:9][c:10]1[cH:11][c:12](-[c:16]2[c:17]([CH3:34])[c:18]([C:22](=[O:23])[N:24]3[CH2:25][CH:26]([N:29]([CH2:30][CH3:31])[CH2:32][CH3:33])[CH2:27][CH2:28]3)[n:19][n:20]2[CH3:21])[cH:13][cH:14][cH:15]1.[Cl:35][c:36]1[cH:37][cH:38][c:39]([CH:42]=[CH:43][B:44]([OH:45])[OH:46])[cH:40][cH:41]1.[K+:6].[K+:7].[K+:8].[P:1]([O-:2])([O-:3])([O-:4])=[O:5]>>[c:10]1([CH:43]=[CH:42][c:39]2[cH:38][cH:37][c:36]([Cl:35])[cH:41][cH:40]2)[cH:11][c:12](-[c:16]2[c:17]([CH3:34])[c:18]([C:22](=[O:23])[N:24]3[CH2:25][CH:26]([N:29]([CH2:30][CH3:31])[CH2:32][CH3:33])[CH2:27][CH2:28]3)[n:19][n:20]2[CH3:21])[cH:13][cH:14][cH:15]1. The reactants are C(C)(C)(C)OC(=O)N1CCC(CC1)C(CC1=CC(=NC=C1Br)Cl)O (4-[2-(5-bromo-2-chloro-pyridin-4-yl)-1-hydroxy-ethyl]-piperidine-1-carboxylic acid tert-butyl ester), C(C)(C)(C)P(C1=C(C2=CC=CC=C2C=C1)C1=CC=CC2=CC=CC=C12)C(C)(C)C (racemic 2-(di-tert-butylphosphino)-1,1′-binapthyl), C([O-])([O-])=O.[Cs+].[Cs+] (cesium carbonate), C1(=CC=CC=C1)C (toluene). Reagents/catalysts: C(C)(=O)[O-].[Pd+2].C(C)(=O)[O-] (palladium acetate). The solvent is O (water), C(C)(=O)OCC (ethyl acetate). Conditions: temperature 110 celsius, time 5 hour. Yields the product C(C)(C)(C)OC(=O)N1CCC(CC1)C1CC=2C(=CN=C(C2)Cl)O1 (4-(5-Chloro-2,3-dihydro-furo[2,3-c]pyridin-2-yl)-piperidine-1-carboxylic acid tert-butyl ester). RXN SMILES: [C:1]([O:5][C:6]([N:8]1[CH2:13][CH2:12][CH:11]([CH:14]([OH:24])[CH2:15][C:16]2[C:21](Br)=[CH:20][N:19]=[C:18]([Cl:23])[CH:17]=2)[CH2:10][CH2:9]1)=[O:7])([CH3:4])([CH3:3])[CH3:2].C(P(C(C)(C)C)C1C=CC2C(=CC=CC=2)C=1C1C2C(=CC=CC=2)C=CC=1)(C)(C)C.C(=O)([O-])[O-].[Cs+].[Cs+].C1(C)C=CC=CC=1>C([O-])(=O)C.[Pd+2].C([O-])(=O)C.O.C(OCC)(=O)C>[C:1]([O:5][C:6]([N:8]1[CH2:13][CH2:12][CH:11]([CH:14]2[O:24][C:21]3=[CH:20][N:19]=[C:18]([Cl:23])[CH:17]=[C:16]3[CH2:15]2)[CH2:10][CH2:9]1)=[O:7])([CH3:4])([CH3:3])[CH3:2] |f:2.3.4,6.7.8|. Procedure details: A mixture of 4-[2-(5-bromo-2-chloro-pyridin-4-yl)-1-hydroxy-ethyl]-piperidine-1-carboxylic acid tert-butyl ester (11.60 g), palladium acetate (0.50 g), racemic 2-(di-tert-butylphosphino)-1,1′-binapthyl (1.00 g), cesium carbonate (14.00 g), and toluene (150 mL) is stirred at 110° C. under argon atmosphere for 5 h. After cooling to room temperature, ethyl acetate and water are added. The organic phase is separated, washed with brine, dried (MgSO4), and concentrated. The residue is chromatographed ...